This data is from the Open Reaction Database (ORD), a public repository of structured organic reaction records. The task is: describe an organic reaction: reactants, conditions, products, and yield The reactants are C(C)(=O)NC1=C(C=C(C=C1)SC#N)[N+](=O)[O-] (1-acetamido-2-nitro-4-thiocyanatobenzene), Cl.BrC1=CC=NC=C1 (4-bromopyridine hydrochloride), [BH4-].[Na+] (sodium borohydride), [H-].[Na+] (sodium hydride). Conditions: time 1 hour. As a reaction SMILES: [C:1]([NH:4][C:5]1[CH:10]=[CH:9][C:8]([S:11][C:12]#N)=[CH:7][C:6]=1[N+:14]([O-:16])=[O:15])(=[O:3])[CH3:2].[BH4-].[Na+].[H-].[Na+].Cl.BrC1[CH:28]=[CH:27][N:26]=[CH:25][CH:24]=1>O.CC(C)=O.CN(C)C=O>[C:1]([NH:4][C:5]1[CH:10]=[CH:9][C:8]([S:11][C:12]2[CH:28]=[CH:27][N:26]=[CH:25][CH:24]=2)=[CH:7][C:6]=1[N+:14]([O-:16])=[O:15])(=[O:3])[CH3:2] |f:1.2,3.4,5.6|. Procedure: A solution of 9.6 g. of 1-acetamido-2-nitro-4-thiocyanatobenzene in 60 ml. dimethylformamide is treated, under nitrogen, with 1.52 g. sodium borohydride at less than 25° C. The mixture is stirred for 1 hour at 20°-25° C., then 15 ml. of acetone is added and stirring continued for 2 hours. 2.5 G. of 57% sodium hydride in oil suspension is added at 20°-30° C., followed by 11.7 g. of 4-bromopyridine hydrochloride. The mixture is warmed slowly and kept at 120°-130° C. for several hours, then cooled ... Yields the product C(C)(=O)NC1=C(C=C(C=C1)SC1=CC=NC=C1)[N+](=O)[O-] (1-acetamido-2-nitro-4-(pyrid-4-ylthio)benzene). Run in O (water), CN(C=O)C (dimethylformamide), CC(=O)C (acetone). The reactants are FC1=CC=C(C=C1)C1=NC=C(C(N1)=O)C (2-(4'-fluorophenyl)-5-methyl-4-pyrimidinone), P(=O)(Cl)(Cl)Cl (phosphorous oxychloride). The product is FC1=CC=C(C=C1)C1=NC=C(C(=N1)Cl)C (2-(4'-Fluorophenyl)-4-chloro-5-methylpyrimidine). Procedure details: A mixture of 2-(4'-fluorophenyl)-5-methyl-4-pyrimidinone (0.79 g, 3.9 mmol) (from example 5) and phosphorous oxychloride (3 ml) is heated to reflux for 1 hour. As a reaction SMILES: [F:1][C:2]1[CH:7]=[CH:6][C:5]([C:8]2[NH:13][C:12](=O)[C:11]([CH3:15])=[CH:10][N:9]=2)=[CH:4][CH:3]=1.P(Cl)(Cl)([Cl:18])=O>>[F:1][C:2]1[CH:7]=[CH:6][C:5]([C:8]2[N:13]=[C:12]([Cl:18])[C:11]([CH3:15])=[CH:10][N:9]=2)=[CH:4][CH:3]=1. Reactants: C1CCOC1, C[S+](C)C, [Li]CCCC, COc1cccc(C=Cc2ccc3ccc(Cl)cc3n2)c1, [I-]. The product is COc1cccc(C2CC2c2ccc3ccc(Cl)cc3n2)c1. As a reaction SMILES: [CH2:32]1[O:33][CH2:34][CH2:35][CH2:36]1.[CH3:2][S+:3]([CH3:4])[CH3:5].[CH3:6][CH2:7][CH2:8][CH2:9][Li:10].[Cl:11][c:12]1[cH:13][cH:14][c:15]2[cH:16][cH:17][c:18]([CH:22]=[CH:23][c:24]3[cH:25][c:26]([O:30][CH3:31])[cH:27][cH:28][cH:29]3)[n:19][c:20]2[cH:21]1.[I-:1]>>[CH2:6]1[CH:22]([c:18]2[cH:17][cH:16][c:15]3[cH:14][cH:13][c:12]([Cl:11])[cH:21][c:20]3[n:19]2)[CH:23]1[c:24]1[cH:25][c:26]([O:30][CH3:31])[cH:27][cH:28][cH:29]1. The reactants are COCOc1ccc(OC)cc1C(=O)c1ccc(CBr)cc1, CC(C)(C)OC(=O)N1CCCC(O)C(N=[N+]=[N-])C1, O=C(O)C(F)(F)F. Yields the product COCOc1ccc(OC)cc1C(=O)c1ccc(CO)cc1. As a reaction SMILES: [Br:26][CH2:27][c:28]1[cH:29][cH:30][c:31]([C:34](=[O:35])[c:36]2[c:37]([O:44][CH2:45][O:46][CH3:47])[cH:38][cH:39][c:40]([O:42][CH3:43])[cH:41]2)[cH:32][cH:33]1.[N:8]([CH:9]1[CH:10]([OH:11])[CH2:12][CH2:13][CH2:14][N:15]([C:16]([O:17][C:18]([CH3:19])([CH3:20])[CH3:21])=[O:22])[CH2:23]1)=[N+:24]=[N-:25].[OH:1][C:2]([C:3]([F:4])([F:5])[F:6])=[O:7]>>[OH:1][CH2:27][c:28]1[cH:29][cH:30][c:31]([C:34](=[O:35])[c:36]2[c:37]([O:44][CH2:45][O:46][CH3:47])[cH:38][cH:39][c:40]([O:42][CH3:43])[cH:41]2)[cH:32][cH:33]1. Reactants: C1(=CC=CC=C1)S(=O)C1=CC=CC=C1 (pheny sulfoxide), C1(=CC=CC=C1)OC1=CC=CC=C1 (diphenyl ether), CS(=O)(=O)O (methane sulfonic acid), C1(=CC=CC=C1)S(=O)C1=CC=CC=C1 (phenyl sulfoxide). Reaction conditions: temperature 100 celsius. Product: CS(=O)(=O)[O-].C1(=CC=CC=C1)[S+](C1=CC=C(C=C1)OC1=CC=CC=C1)C1=CC=CC=C1 (diphenyl-4-phenoxyphenylsulfonium methane sulfonate). Yield: 54.6%. Reaction SMILES: [C:1]1([S:7]([C:9]2[CH:14]=[CH:13][CH:12]=[CH:11][CH:10]=2)=O)[CH:6]=[CH:5][CH:4]=[CH:3][CH:2]=1.[C:15]1([O:21][C:22]2[CH:27]=[CH:26][CH:25]=[CH:24][CH:23]=2)[CH:20]=[CH:19][CH:18]=[CH:17][CH:16]=1.[CH3:28][S:29]([OH:32])(=[O:31])=[O:30]>>[CH3:28][S:29]([O-:32])(=[O:31])=[O:30].[C:9]1([S+:7]([C:1]2[CH:2]=[CH:3][CH:4]=[CH:5][CH:6]=2)[C:25]2[CH:24]=[CH:23][C:22]([O:21][C:15]3[CH:16]=[CH:17][CH:18]=[CH:19][CH:20]=3)=[CH:27][CH:26]=2)[CH:10]=[CH:11][CH:12]=[CH:13][CH:14]=1 |f:3.4|. Procedure details: A mixture of 40.45 g pheny sulfoxide, 340.42 g of diphenyl ether and 192.20 g of methane sulfonic acid was heated at 100° C. for 68 hours. The disappearance of phenyl sulfoxide was monitored by gas chromatography. Workup substantially according to the method of Example 3 gave 49.24 g of diphenyl-4-phenoxyphenylsulfonium methane sulfonate (54.6 percent yield). Reactants: [BH3-]C#N, C=O, CNCc1ccccc1N(C)C(=O)c1ccc(NC(=O)c2ccccc2-c2ccc(C)cc2)cc1, CO, CC(=O)O, ClC(Cl)Cl, [Na+]. Yields the product Cc1ccc(-c2ccccc2C(=O)Nc2ccc(C(=O)N(C)c3ccccc3CN(C)C)cc2)cc1. Reaction SMILES: [C:38]([BH3-:39])#[N:40].[CH2:36]=[O:37].[CH3:1][c:2]1[cH:3][cH:4][c:5](-[c:8]2[c:9]([C:14](=[O:15])[NH:16][c:17]3[cH:18][cH:19][c:20]([C:21](=[O:22])[N:23]([c:24]4[c:25]([CH2:30][NH:31][CH3:32])[cH:26][cH:27][cH:28][cH:29]4)[CH3:33])[cH:34][cH:35]3)[cH:10][cH:11][cH:12][cH:13]2)[cH:6][cH:7]1.[CH3:42][OH:43].[CH3:44][C:45](=[O:46])[OH:47].[CH:48]([Cl:49])([Cl:50])[Cl:51].[Na+:41]>>[CH3:1][c:2]1[cH:3][cH:4][c:5](-[c:8]2[c:9]([C:14](=[O:15])[NH:16][c:17]3[cH:18][cH:19][c:20]([C:21](=[O:22])[N:23]([c:24]4[c:25]([CH2:30][N:31]([CH3:32])[CH3:38])[cH:26][cH:27][cH:28][cH:29]4)[CH3:33])[cH:34][cH:35]3)[cH:10][cH:11][cH:12][cH:13]2)[cH:6][cH:7]1. Starting materials: ClB(Cl)Cl, CCC1C(=O)N(C)c2cc(F)ccc2N1S(=O)(=O)c1ccc(OC)cc1, ClCCl. Product: CCC1C(=O)N(C)c2cc(F)ccc2N1S(=O)(=O)c1ccc(O)cc1. As a reaction SMILES: [B:27]([Cl:28])([Cl:29])[Cl:30].[CH2:1]([CH3:2])[CH:3]1[C:4](=[O:26])[N:5]([CH3:25])[c:6]2[cH:7][c:8]([F:24])[cH:9][cH:10][c:11]2[N:12]1[S:13](=[O:14])(=[O:15])[c:16]1[cH:17][cH:18][c:19]([O:22][CH3:23])[cH:20][cH:21]1.[CH2:31]([Cl:32])[Cl:33]>>[CH2:1]([CH3:2])[CH:3]1[C:4](=[O:26])[N:5]([CH3:25])[c:6]2[cH:7][c:8]([F:24])[cH:9][cH:10][c:11]2[N:12]1[S:13](=[O:14])(=[O:15])[c:16]1[cH:17][cH:18][c:19]([OH:22])[cH:20][cH:21]1.